From a dataset of the Open Reaction Database (ORD), a public repository of structured organic reaction records. describe an organic reaction: reactants, conditions, products, and yield Starting materials: C#CCCC(=O)C(O[Si](C)(C)C)(c1ccccc1)C1CCCCC1, CO, O. Product: C#CCCC(=O)C(O)(c1ccccc1)C1CCCCC1. RXN SMILES: [CH3:1][Si:2]([O:3][C:4]([C:5]([CH2:6][CH2:7][C:8]#[CH:9])=[O:10])([c:11]1[cH:12][cH:13][cH:14][cH:15][cH:16]1)[CH:17]1[CH2:18][CH2:19][CH2:20][CH2:21][CH2:22]1)([CH3:23])[CH3:24].[CH3:26][OH:27].[OH2:25]>>[OH:3][C:4]([C:5]([CH2:6][CH2:7][C:8]#[CH:9])=[O:10])([c:11]1[cH:12][cH:13][cH:14][cH:15][cH:16]1)[CH:17]1[CH2:18][CH2:19][CH2:20][CH2:21][CH2:22]1. Reactants: CCOC(=O)CCCCN1CCN(CCCCNC(=O)OC(C)(C)C)CC1, CO, [Li+], [OH-], O. Product: CC(C)(C)OC(=O)NCCCCN1CCN(CCCCC(=O)O)CC1. Reaction SMILES: [CH2:1]([CH3:2])[O:3][C:4]([CH2:5][CH2:6][CH2:7][CH2:8][N:9]1[CH2:10][CH2:11][N:12]([CH2:15][CH2:16][CH2:17][CH2:18][NH:19][C:20](=[O:21])[O:22][C:23]([CH3:24])([CH3:25])[CH3:26])[CH2:13][CH2:14]1)=[O:27].[CH3:30][OH:31].[Li+:28].[OH-:29].[OH2:32]>>[O:3]=[C:4]([CH2:5][CH2:6][CH2:7][CH2:8][N:9]1[CH2:10][CH2:11][N:12]([CH2:15][CH2:16][CH2:17][CH2:18][NH:19][C:20](=[O:21])[O:22][C:23]([CH3:24])([CH3:25])[CH3:26])[CH2:13][CH2:14]1)[OH:27].